The task is: describe an organic reaction: reactants, conditions, products, and yield. This data is from the Open Reaction Database (ORD), a public repository of structured organic reaction records. Reactants: O=C(CBr)c1ccc(F)cc1, O=C1NC(=O)c2ccccc21, [K], CN(C)C=O. Yields the product O=C(CN1C(=O)c2ccccc2C1=O)c1ccc(F)cc1. Reaction SMILES: [Br:1][CH2:2][C:3](=[O:4])[c:5]1[cH:6][cH:7][c:8]([F:11])[cH:9][cH:10]1.[C:12]1(=[O:22])[c:13]2[c:14]([cH:18][cH:19][cH:20][cH:21]2)[C:15](=[O:17])[NH:16]1.[K:23].[O:24]=[CH:25][N:26]([CH3:27])[CH3:28]>>[CH2:2]([C:3](=[O:4])[c:5]1[cH:6][cH:7][c:8]([F:11])[cH:9][cH:10]1)[N:16]1[C:12](=[O:22])[c:13]2[c:14]([cH:18][cH:19][cH:20][cH:21]2)[C:15]1=[O:17]. Yields the product C12CCC(CC1)N2CCC2=CC=C(CCCNC1=C(C=CC(=C1)OC)[C@H]1CC=3C=CC(=CC3CC1)O)C=C2 ((R)-6-{2-{{4-[2-(7-Azabicyclo[2.2.1]hept-7-yl)ethyl]benzyl}ethylamino}-4-methoxyphenyl}-5,6,7,8-tetrahydronaphthalen-2-ol). Starting materials: C(=O)(O)CC1=CC=C(CCCNC2=C(C=CC(=C2)OC)[C@H]2CC=3C=CC(=CC3CC2)OC(C(C)(C)C)=O)C=C1 (pivalic acid (R)-6-{2-[(4-carboxymethylbenzyl)ethylamino]-4-methoxyphenyl}-5,6,7,8-tetrahydronaphthalen-2-yl ester), Cl.C12CCC(CC1)N2 (7-azabicyclo[2.2.1]heptane hydrochloride). The yield is 6.0%. As a reaction SMILES: [C:1]([CH2:4][C:5]1[CH:39]=[CH:38][C:8]([CH2:9][CH2:10][CH2:11][NH:12][C:13]2[CH:18]=[C:17]([O:19][CH3:20])[CH:16]=[CH:15][C:14]=2[C@@H:21]2[CH2:30][CH2:29][C:28]3[CH:27]=[C:26]([O:31]C(=O)C(C)(C)C)[CH:25]=[CH:24][C:23]=3[CH2:22]2)=[CH:7][CH:6]=1)(O)=O.Cl.[CH:41]12[NH:47][CH:44]([CH2:45][CH2:46]1)[CH2:43][CH2:42]2>>[CH:44]12[N:47]([CH2:1][CH2:4][C:5]3[CH:6]=[CH:7][C:8]([CH2:9][CH2:10][CH2:11][NH:12][C:13]4[CH:18]=[C:17]([O:19][CH3:20])[CH:16]=[CH:15][C:14]=4[C@@H:21]4[CH2:30][CH2:29][C:28]5[CH:27]=[C:26]([OH:31])[CH:25]=[CH:24][C:23]=5[CH2:22]4)=[CH:38][CH:39]=3)[CH:41]([CH2:46][CH2:45]1)[CH2:42][CH2:43]2 |f:1.2|. Procedure: Synthesized from pivalic acid (R)-6-{2-[(4-carboxymethylbenzyl)ethylamino]-4-methoxyphenyl}-5,6,7,8-tetrahydronaphthalen-2-yl ester (19 mg) and 7-azabicyclo[2.2.1]heptane hydrochloride (20 mg) according to an analogous synthetic method to Example 715 and purified by LC-MS, the title compound (1.1 mg) was obtained.